This data is from the Open Reaction Database (ORD), a public repository of structured organic reaction records. The task is: describe an organic reaction: reactants, conditions, products, and yield As a reaction SMILES: [C:1](=[O:2])([CH3:3])[O:4][c:5]1[c:6]([C:7](=[O:8])[NH:9][C:10]([CH3:11])([CH3:12])[CH3:13])[cH:14][cH:15][cH:16][cH:17]1.[CH2:20]1[O:21][CH2:22][CH2:23][CH2:24]1.[ClH:19].[OH2:18]>>[OH:4][c:5]1[c:6]([C:7](=[O:8])[NH:9][C:10]([CH3:11])([CH3:12])[CH3:13])[cH:14][cH:15][cH:16][cH:17]1. The reactants are CC(=O)Oc1ccccc1C(=O)NC(C)(C)C, C1CCOC1, Cl, O. The product is CC(C)(C)NC(=O)c1ccccc1O. Reactants: CC(C)(C)OC(=O)N1CCN(CCS(C)(=O)=O)C(C)(C)C1, ClCCl, O=C(O)C(F)(F)F. The product is CC1(C)CNCCN1CCS(C)(=O)=O. As a reaction SMILES: [C:1]([O:2][C:3](=[O:4])[N:8]1[CH2:9][C:10]([CH3:20])([CH3:21])[N:11]([CH2:14][CH2:15][S:16](=[O:17])(=[O:18])[CH3:19])[CH2:12][CH2:13]1)([CH3:5])([CH3:6])[CH3:7].[Cl:29][CH2:30][Cl:31].[F:22][C:23]([F:24])([F:25])[C:26]([OH:27])=[O:28]>>[NH:8]1[CH2:9][C:10]([CH3:20])([CH3:21])[N:11]([CH2:14][CH2:15][S:16](=[O:17])(=[O:18])[CH3:19])[CH2:12][CH2:13]1.